Dataset: the Open Reaction Database (ORD), a public repository of structured organic reaction records. Task: describe an organic reaction: reactants, conditions, products, and yield Reactants: N[C@@H]1[C@@H](N(CCC1)C(=O)OC(C)(C)C)C1=CC=CC=C1 ((2S, 3S)-3-Amino-1-tert-butoxycarbonyl-2-phenylpiperidine), COC1=C(C=O)C=C(C(=C1)OC)CC(F)(F)F (2,4-Dimethoxy-5-(2,2,2-trifluoroethyl)benzaldehyde), C(C)(C)(C)OC(=O)N1[C@H]([C@H](CCC1)NCC1=C(C=CC(=C1)C(C(F)(F)F)C(F)(F)F)OC)C1=CC=CC=C1 ((2S, 3S)-1-tert-Butoxycarbonyl-2-phenyl-3-(5-(2,2,2-trifluoro-1-(trifluoromethyl)ethyl)-2-methoxybenzyl)aminopiperidine). Product: C(C)(C)(C)OC(=O)N1[C@H]([C@H](CCC1)NCC1=C(C=C(C(=C1)CC(F)(F)F)OC)OC)C1=CC=CC=C1 ((2S, 3S)-1-tert-Butoxycarbonyl-3-(2,4-dimethoxy-5-(2,2,2-trifluoroethyl)benzyl)amino-2-phenylpiperidine). RXN SMILES: [NH2:1][C@H:2]1[CH2:7][CH2:6][CH2:5][N:4]([C:8]([O:10][C:11]([CH3:14])([CH3:13])[CH3:12])=[O:9])[C@H:3]1[C:15]1[CH:20]=[CH:19][CH:18]=[CH:17][CH:16]=1.[CH3:21][O:22][C:23]1[CH:30]=[C:29]([O:31][CH3:32])[C:28]([CH2:33][C:34]([F:37])([F:36])[F:35])=[CH:27][C:24]=1[CH:25]=O.C(OC(N1CCC[C@H](NCC2C=C(C(C(F)(F)F)C(F)(F)F)C=CC=2OC)[C@@H]1C1C=CC=CC=1)=O)(C)(C)C>>[C:11]([O:10][C:8]([N:4]1[CH2:5][CH2:6][CH2:7][C@H:2]([NH:1][CH2:25][C:24]2[CH:27]=[C:28]([CH2:33][C:34]([F:35])([F:36])[F:37])[C:29]([O:31][CH3:32])=[CH:30][C:23]=2[O:22][CH3:21])[C@@H:3]1[C:15]1[CH:16]=[CH:17][CH:18]=[CH:19][CH:20]=1)=[O:9])([CH3:14])([CH3:13])[CH3:12]. Procedure details: This compound was prepared from Compound 12 and Compound 85 in the same manner of Compound 13. The reactants are N1=CC(=CC=C1)B(O)O (Pyridine-3-boronic acid), COC1=C(C(=CC2=CC=CC=C12)OC)Br (1,3-Dimethoxy-2-bromonaphthalene), C(OC)COC (glyme), tetrakis(triphenylphosphine) palladium (Ph3P)4Pd, C([O-])([O-])=O.[K+].[K+] (potassium carbonate). Solvent: O (water), C(C)(=O)OCC (ethyl acetate). The product is N1=CC(=CC=C1)C1=C(C2=CC=CC=C2C=C1OC)OC (2-(Pyrid-3-yl)-1,3-Dimethoxynaphthalene). Isolated yield 77.8%. RXN SMILES: [N:1]1[CH:6]=[CH:5][CH:4]=[C:3](B(O)O)[CH:2]=1.[CH3:10][O:11][C:12]1[C:21]2[C:16](=[CH:17][CH:18]=[CH:19][CH:20]=2)[CH:15]=[C:14]([O:22][CH3:23])[C:13]=1Br.C(COC)OC.C(=O)([O-])[O-].[K+].[K+]>C(OCC)(=O)C.O>[N:1]1[CH:6]=[CH:5][CH:4]=[C:3]([C:13]2[C:14]([O:22][CH3:23])=[CH:15][C:16]3[C:21](=[CH:20][CH:19]=[CH:18][CH:17]=3)[C:12]=2[O:11][CH3:10])[CH:2]=1 |f:3.4.5|. Procedure details: Pyridine-3-boronic acid (3.94 g 32 mmol, Frontier Scientific, Inc.), 1,3-dimethoxy -2-bromonaphthalene 8 (6.6 g, 24.7 mmol), glyme (200 ml), and tetrakis(triphenylphosphine) palladium (Ph3P)4Pd (3 g, 2.7 mmol) were stirred for 15 minutes followed by the addition of potassium carbonate (11.4 g in 50 mL of water). After refluxing over-night, the reaction mixture was poured into 800 ml of 1:1 water:ethyl acetate. The organic layer was washed with water (300 ml×2) and brine (200 ml), solvent was rem...